This data is from the Open Reaction Database (ORD), a public repository of structured organic reaction records. The task is: describe an organic reaction: reactants, conditions, products, and yield The reactants are SC=1SCCN1 (2-mercaptothiazoline), CN1C=C(C2=CC=CC=C12)C=1C(NC(C1C1=CN(C2=CC=CC=C12)CCCOS(=O)(=O)C)=O)=O (3-(1-methyl-3-indolyl)-4-[1-[3-(methylsulphonyloxy)propyl]-3-indolyl]-1H-pyrrole-2,5-dione). Yields the product CN1C=C(C2=CC=CC=C12)C=1C(NC(C1C1=CN(C2=CC=CC=C12)CCCSC=1SCCN1)=O)=O (3-(1-methyl-3-indolyl)-4-[1-[3-(2-thiazolin-2-ylthio)propyl]-3-indolyl]-1H-pyrrole-2,5-dione). The yield is 17.2%. RXN SMILES: [SH:1][C:2]1[S:3][CH2:4][CH2:5][N:6]=1.[CH3:7][N:8]1[C:16]2[C:11](=[CH:12][CH:13]=[CH:14][CH:15]=2)[C:10]([C:17]2[C:18](=[O:40])[NH:19][C:20](=[O:39])[C:21]=2[C:22]2[C:30]3[C:25](=[CH:26][CH:27]=[CH:28][CH:29]=3)[N:24]([CH2:31][CH2:32][CH2:33]OS(C)(=O)=O)[CH:23]=2)=[CH:9]1>>[CH3:7][N:8]1[C:16]2[C:11](=[CH:12][CH:13]=[CH:14][CH:15]=2)[C:10]([C:17]2[C:18](=[O:40])[NH:19][C:20](=[O:39])[C:21]=2[C:22]2[C:30]3[C:25](=[CH:26][CH:27]=[CH:28][CH:29]=3)[N:24]([CH2:31][CH2:32][CH2:33][S:1][C:2]3[S:3][CH2:4][CH2:5][N:6]=3)[CH:23]=2)=[CH:9]1. Reported procedure: In an analogous manner to that described in Example 59, from 27 mg of 2-mercaptothiazoline and 100 mg of the product of Example 58, there were obtained 18 mg of 3-(1-methyl-3-indolyl)-4-[1-[3-(2-thiazolin-2-ylthio)propyl]-3-indolyl]-1H-pyrrole-2,5-dione m.p. 170°-173° C.